describe an organic reaction: reactants, conditions, products, and yield From a dataset of the Open Reaction Database (ORD), a public repository of structured organic reaction records. Starting materials: O=C1c2ccccc2C(=O)N1CCCOc1ccncc1, CCOC(C)=O, CCO, NN, O. Product: NCCCOc1ccncc1. As a reaction SMILES: [C:4]1(=[O:5])[N:8]([CH2:9][CH2:10][CH2:11][O:12][c:13]2[cH:14][cH:15][n:16][cH:17][cH:18]2)[C:6](=[O:7])[c:19]2[cH:20][cH:21][cH:22][cH:23][c:24]21.[CH3:25][CH2:26][O:27][C:28](=[O:29])[CH3:30].[CH3:31][CH2:32][OH:33].[NH2:2][NH2:3].[OH2:1]>>[NH2:8][CH2:9][CH2:10][CH2:11][O:12][c:13]1[cH:14][cH:15][n:16][cH:17][cH:18]1. Starting materials: Cl (HCl), C(C)(=O)O[C@H]1C[C@@H](N(C1)C(=O)OCC1=CC=CC=C1)C=1OC(=C(N1)C1=CC=CC=C1)C1=CC=CC=C1 (benzyl (2R, 4S)-4-acetoxy-2-(4,5-diphenyloxazol-2-yl)pyrrolidine-1-carboxylate), C[O-].[Na+] (sodium methylate). Run in CC#N (MeCN), CO (MeOH). Reaction conditions: time 30 minute. Yields the product C1(=CC=CC=C1)C=1N=C(OC1C1=CC=CC=C1)[C@@H]1N(C[C@H](C1)O)C(=O)OCC1=CC=CC=C1 (benzyl (2R, 4S)-2-(4,5-diphenyloxazol-2-yl)-4-hydroxypyrrolidine-1-carboxylate). Yield: 72.1%. As a reaction SMILES: C([O:4][C@@H:5]1[CH2:9][N:8]([C:10]([O:12][CH2:13][C:14]2[CH:19]=[CH:18][CH:17]=[CH:16][CH:15]=2)=[O:11])[C@@H:7]([C:20]2[O:21][C:22]([C:31]3[CH:36]=[CH:35][CH:34]=[CH:33][CH:32]=3)=[C:23]([C:25]3[CH:30]=[CH:29][CH:28]=[CH:27][CH:26]=3)[N:24]=2)[CH2:6]1)(=O)C.C[O-].[Na+].Cl>CC#N.CO>[C:25]1([C:23]2[N:24]=[C:20]([C@H:7]3[CH2:6][C@H:5]([OH:4])[CH2:9][N:8]3[C:10]([O:12][CH2:13][C:14]3[CH:15]=[CH:16][CH:17]=[CH:18][CH:19]=3)=[O:11])[O:21][C:22]=2[C:31]2[CH:32]=[CH:33][CH:34]=[CH:35][CH:36]=2)[CH:26]=[CH:27][CH:28]=[CH:29][CH:30]=1 |f:1.2|. Procedure details: To a solution of benzyl (2R, 4S)-4-acetoxy-2-(4,5-diphenyloxazol-2-yl)pyrrolidine-1-carboxylate (1.49 g) in MeCN (15 mL) was added 28% sodium methylate in MeOH (0.72 mL) at 5° C., and the mixture was stirred at the same temperature for 30 minutes. To the reaction mixture was added 1N HCl (3.8 mL) under ice-cooling, and extracted with EtOAc. The organic layer was washed with water, saturated sodium hydrogen carbonate solution, water and brine, dried (MgSO4), and evaporated in vacuo. The residue w... The reactants are ClC(OC=1C=C(C=CC1)C(C)=O)(F)F (1-(3-(chloro-difluoro-methoxy)-phenyl)-ethanone), Cl.NO (hydroxylamine hydrochloride), ice water. Run in N1=CC=CC=C1 (pyridine). Conditions: temperature 50 celsius, time 2 hour. Product: ClC(OC=1C=C(C=CC1)C(C)=NO)(F)F (1 -(3-(chloro-difluoro-methoxy)-phenyl)-ethanone oxime). The yield is 106.4%. As a reaction SMILES: [Cl:1][C:2]([F:14])([F:13])[O:3][C:4]1[CH:5]=[C:6]([C:10](=O)[CH3:11])[CH:7]=[CH:8][CH:9]=1.Cl.[NH2:16][OH:17]>N1C=CC=CC=1>[Cl:1][C:2]([F:14])([F:13])[O:3][C:4]1[CH:5]=[C:6]([C:10](=[N:16][OH:17])[CH3:11])[CH:7]=[CH:8][CH:9]=1 |f:1.2|. Reported procedure: A mixture of 3.3 g of 1-(3-(chloro-difluoro-methoxy)-phenyl)-ethanone, 1.4 g of hydroxylamine hydrochloride and 10 ml of pyridine is stirred at 50° C. for 2 hours. It is then poured into ice-water, extracted with diethyl ether and concentrated using a rotary evaporator, and any pyridine still present is removed azeotropically by means of toluene. Drying under reduced pressure at 60° C. yields 3.75 g of the desired oxime in the form of an oil.